Dataset: the Open Reaction Database (ORD), a public repository of structured organic reaction records. Task: describe an organic reaction: reactants, conditions, products, and yield The reactants are ClC1=NC=C(C(=N1)N[C@@H](CO)CC)C=1SC=CC1 ((R)-2-(2-chloro-5-(2-thienyl)pyrimidine-4-ylamino)butan-1-ol), NC1=CC=C(C=C1)[S@@](=O)(=NC(=O)OCC)C1CC1 ((R)—S-(4-aminophenyl)-N-(ethoxycarbonyl)-S-cyclo-propyl-sulfoximide). The product is C(C)OC(=O)N=[S@@](=O)(C1CC1)C1=CC=C(C=C1)NC1=NC=C(C(=N1)N[C@H](CC)CO)C=1SC=CC1 ((R)—N-(ethoxycarbonyl)-S-(4-{[4-{[(R)-1-(hydroxymethyl)propyl]amino}-5-(2-thienyl)pyrimidine-2-yl]amino}phenyl)-S-cyclopropylsulfoximide). Isolated yield 40.0%. As a reaction SMILES: Cl[C:2]1[N:7]=[C:6]([NH:8][C@H:9]([CH2:12][CH3:13])[CH2:10][OH:11])[C:5]([C:14]2[S:15][CH:16]=[CH:17][CH:18]=2)=[CH:4][N:3]=1.[NH2:19][C:20]1[CH:25]=[CH:24][C:23]([S@:26]([CH:34]2[CH2:36][CH2:35]2)(=[N:28][C:29]([O:31][CH2:32][CH3:33])=[O:30])=[O:27])=[CH:22][CH:21]=1>>[CH2:32]([O:31][C:29]([N:28]=[S@:26]([C:23]1[CH:22]=[CH:21][C:20]([NH:19][C:2]2[N:7]=[C:6]([NH:8][C@@H:9]([CH2:10][OH:11])[CH2:12][CH3:13])[C:5]([C:14]3[S:15][CH:16]=[CH:17][CH:18]=3)=[CH:4][N:3]=2)=[CH:25][CH:24]=1)([CH:34]1[CH2:35][CH2:36]1)=[O:27])=[O:30])[CH3:33]. Procedure details: In the reaction of (R)-2-(2-chloro-5-(2-thienyl)pyrimidine-4-ylamino)butan-1-ol (270 mg, 0.95 mmol) with (R)—S-(4-aminophenyl)-N-(ethoxycarbonyl)-S-cyclo-propyl-sulfoximide (224 mg, 0.83 mmol) according to procedure 5c, the desired product is obtained in 40% yield (170 mg) after chromatographic purification (silica gel, dichloromethane/ethanol (0%-20% ethanol)). The reactants are [BH3-]C#N, Cc1cc(-c2nc3ccc(C4(c5ccccc5)CC4)nc3s2)cc(C)c1C=O, CC(=O)O, CO, ClCCl, O=C(O)C1CNC1, [Na+]. Product: Cc1cc(-c2nc3ccc(C4(c5ccccc5)CC4)nc3s2)cc(C)c1CN1CC(C(=O)O)C1. RXN SMILES: [C:40]([BH3-:41])#[N:42].[CH3:1][c:2]1[c:3]([CH:4]=[O:5])[c:6]([CH3:28])[cH:7][c:8](-[c:10]2[s:11][c:12]3[n:13][c:14]([C:19]4([c:22]5[cH:23][cH:24][cH:25][cH:26][cH:27]5)[CH2:20][CH2:21]4)[cH:15][cH:16][c:17]3[n:18]2)[cH:9]1.[CH3:36][C:37](=[O:38])[OH:39].[CH3:47][OH:48].[Cl:44][CH2:45][Cl:46].[NH:29]1[CH2:30][CH:31]([C:33](=[O:34])[OH:35])[CH2:32]1.[Na+:43]>>[CH3:1][c:2]1[c:3]([CH2:4][N:29]2[CH2:30][CH:31]([C:33](=[O:34])[OH:35])[CH2:32]2)[c:6]([CH3:28])[cH:7][c:8](-[c:10]2[s:11][c:12]3[n:13][c:14]([C:19]4([c:22]5[cH:23][cH:24][cH:25][cH:26][cH:27]5)[CH2:20][CH2:21]4)[cH:15][cH:16][c:17]3[n:18]2)[cH:9]1. Reactants: OC1=CC=C(C=C1)S(=O)(=O)C1=C(OC2=C1C=CC=C2)C2=CC=CC=C2 (3-(4-hydroxyphenylsulfonyl)-2-phenylbenzofuran), CN(CCCCl)C (3-dimethylaminopropyl chloride). Product: CN(CCCOC1=CC=C(C=C1)S(=O)(=O)C1=C(OC2=C1C=CC=C2)C2=CC=CC=C2)C (3-[4-(3-dimethylaminopropoxy)phenylsulfonyl]-2-phenylbenzofuran). As a reaction SMILES: [OH:1][C:2]1[CH:7]=[CH:6][C:5]([S:8]([C:11]2[C:15]3[CH:16]=[CH:17][CH:18]=[CH:19][C:14]=3[O:13][C:12]=2[C:20]2[CH:25]=[CH:24][CH:23]=[CH:22][CH:21]=2)(=[O:10])=[O:9])=[CH:4][CH:3]=1.[CH3:26][N:27]([CH3:32])[CH2:28][CH2:29][CH2:30]Cl>>[CH3:26][N:27]([CH3:32])[CH2:28][CH2:29][CH2:30][O:1][C:2]1[CH:3]=[CH:4][C:5]([S:8]([C:11]2[C:15]3[CH:16]=[CH:17][CH:18]=[CH:19][C:14]=3[O:13][C:12]=2[C:20]2[CH:21]=[CH:22][CH:23]=[CH:24][CH:25]=2)(=[O:10])=[O:9])=[CH:6][CH:7]=1. Procedure details: When 3-(4-hydroxyphenylsulfonyl)-2-phenylbenzofuran is reacted with 3-dimethylaminopropyl chloride by the procedure described in Example 1, 3-[4-(3-dimethylaminopropoxy)phenylsulfonyl]-2-phenylbenzofuran is obtained. Reactants: C1CCNCC1, CS(=O)(=O)c1ccc(CC(=O)O)cc1, O=Cc1ccsc1. Product: CS(=O)(=O)c1ccc(C(=Cc2ccsc2)C(=O)O)cc1. RXN SMILES: [CH2:22]1[CH2:23][CH2:24][NH:25][CH2:26][CH2:27]1.[CH3:8][S:9](=[O:10])(=[O:11])[c:12]1[cH:13][cH:14][c:15]([CH2:18][C:19](=[O:20])[OH:21])[cH:16][cH:17]1.[s:1]1[cH:2][c:3]([CH:6]=[O:7])[cH:4][cH:5]1>>[s:1]1[cH:2][c:3]([CH:6]=[C:18]([c:15]2[cH:14][cH:13][c:12]([S:9]([CH3:8])(=[O:10])=[O:11])[cH:17][cH:16]2)[C:19](=[O:20])[OH:21])[cH:4][cH:5]1. Product: C(C1=CC=CC=C1)OCC(CO)(COCC1=CC=CC=C1)COCC1=CC=CC=C1 (3-benzyloxy-2,2-bis(benzyloxymethyl)propan-1-ol). Reported procedure: Sodium hydride (440 mg, 11.01 mmol) and benzyl bromide (1.3 mL, 11.01 mmol) were added to 20 mL of a solution of pentaerythritol (500 mg, 3.67 mmol) in DMF, and the mixture was stirred at room temperature for 14 hours. Aqueous saturated ammonium chloride was added to the mixture, followed by extraction with ethyl acetate. The extract was washed with saturated saline and then dried over anhydrous sodium sulfate, and the solvent was evaporated under reduced pressure. The resulting residue was puri... Conditions: time 14 hour. The solvent is CN(C)C=O (DMF). Starting materials: [H-].[Na+] (Sodium hydride), C(C1=CC=CC=C1)Br (benzyl bromide), solution, OCC(CO)(CO)CO (pentaerythritol), [Cl-].[NH4+] (ammonium chloride). Reaction SMILES: [H-].[Na+].[CH2:3](Br)[C:4]1[CH:9]=[CH:8][CH:7]=[CH:6][CH:5]=1.[OH:11][CH2:12][C:13]([CH2:18][OH:19])([CH2:16][OH:17])[CH2:14][OH:15].[Cl-].[NH4+]>CN(C=O)C>[CH2:3]([O:11][CH2:12][C:13]([CH2:18][O:19][CH2:3][C:4]1[CH:9]=[CH:8][CH:7]=[CH:6][CH:5]=1)([CH2:16][O:17][CH2:3][C:4]1[CH:9]=[CH:8][CH:7]=[CH:6][CH:5]=1)[CH2:14][OH:15])[C:4]1[CH:9]=[CH:8][CH:7]=[CH:6][CH:5]=1 |f:0.1,4.5|. Isolated yield 37.5%. Reactants: ClC1=C(C(=CC=C1)Cl)C(=O)C1=C(C(=C(C=C1C)OC)OC)O (1-(2,6-dichlorophenyl)-1-(2-hydroxy-3,4-dimethoxy-6-methylphenyl)methanone), [Na] (sodium), C(OC)COC (dimethoxyethane). Solvent: CO (methanol). Reaction conditions: temperature 80 celsius, time 72 hour. Product: COC=1C=C(C=2C(C3=C(C=CC=C3OC2C1OC)OC)=O)C (3,4,8-trimethoxy-1-methylxanthen-9-one). RXN SMILES: Cl[C:2]1[CH:7]=[CH:6][CH:5]=[C:4](Cl)[C:3]=1[C:9]([C:11]1[C:16]([CH3:17])=[CH:15][C:14]([O:18][CH3:19])=[C:13]([O:20][CH3:21])[C:12]=1[OH:22])=[O:10].[Na].[CH2:24](COC)[O:25]C>CO>[CH3:19][O:18][C:14]1[CH:15]=[C:16]([CH3:17])[C:11]2[C:9](=[O:10])[C:3]3[C:4]([O:22][C:12]=2[C:13]=1[O:20][CH3:21])=[CH:5][CH:6]=[CH:7][C:2]=3[O:25][CH3:24] |^1:22|. Reported procedure: At about 0-5° C. under a protective atmosphere, 37.5 g (0.11 mol) of the benzophenone derivative from Example 1a in 100 ml of dimethoxyethane were added to a solution of 2.6 g (110 mol) of sodium in 50 ml of methanol. After about 72 hours of stirring at 80° C., the title compound was precipitated by adding a 1:1 mixture of water and ethyl acetate. 33.4 g (100% of theory) of product of m.p. 158° C. were isolated by filtration. Reactants: C(C)NC(=O)NC(=O)N (ethylbiuret), solvent, C(C)O (ethanol). Solvent: C1=CC=CC=C1 (benzene). Run at temperature 60 celsius. The product is C(C)N1C(=O)NC(=O)N=C1 (1-ethyl-5-azauracil). The yield is 58.7%. Reaction SMILES: [CH2:1]([NH:3][C:4]([NH:6][C:7]([NH2:9])=[O:8])=[O:5])[CH3:2].[CH2:10](O)C>C1C=CC=CC=1>[CH2:1]([N:3]1[CH:10]=[N:9][C:7](=[O:8])[NH:6][C:4]1=[O:5])[CH3:2]. Reported procedure: The ethylbiuret prepared in Part A, above, [592 gm. 4.7 mole] is dispersed in 24 liter absolute ethanol and 1.6 liter benzene. This reaction mixture is heated to the reflux temperature and 3.5 liter of solvent medium is removed by distillation. The solution is cooled to 60° C. and 2090 gm. of a 25 percent solution of sodium methoxide in methanol is slowly added over an interval of five minutes. That addition is followed by the addition of 820 gm. of ethylformate. This reaction mixture is heated ... Starting materials: C(C1=CC=CC=C1)(=O)OC (methyl benzoate), CP(OC)(OC)=O (dimethyl methylphosphonate), P([O-])([O-])=O (phosphonate), C(CCC)[Li] (n-butyllithium). Run in C(C)(=O)O (acetic acid), O1CCCC1 (tetrahydrofuran), CCCCCC (hexane). Reaction conditions: time 5 minute. Product: O=C(CP(OC)(OC)=O)C1=CC=CC=C1 (Dimethyl 2-Oxo-2-phenylethylphosphonate). Isolated yield 51.1%. RXN SMILES: [CH3:1][P:2](=[O:7])([O:5][CH3:6])[O:3][CH3:4].P(=O)([O-])[O-].C([Li])CCC.[C:17](OC)(=[O:24])[C:18]1[CH:23]=[CH:22][CH:21]=[CH:20][CH:19]=1>O1CCCC1.CCCCCC.C(O)(=O)C>[O:24]=[C:17]([C:18]1[CH:23]=[CH:22][CH:21]=[CH:20][CH:19]=1)[CH2:1][P:2](=[O:7])([O:5][CH3:6])[O:3][CH3:4]. Procedure details: A solution of 74.5 g (600 mmoles) dimethyl methylphosphonate (Aldrich) in 750 ml dry tetrahydrofuran was cooled to -78° in a dry nitrogen atmosphere. To the stirred phosphonate solution was added 265 ml of 2.34 M n-butyllithium in hexane solution (Alfa Inorganics, Inc.) dropwise over a period of 30 minutes at such a rate that the reaction temperature never rose above -65°. After an additional 5 minutes stirring at -78°, 41 g (300 mmole) of methyl benzoate was added dropwise at a rate that kept t...